The task is: describe an organic reaction: reactants, conditions, products, and yield. This data is from the Open Reaction Database (ORD), a public repository of structured organic reaction records. Starting materials: [Br-], CCCC[P+](CCCC)(CCCC)CCCC, CN(C)C=O, CCOCC, COC(=O)OC, ClCc1ccccc1, O. The product is COC(=O)OCc1ccccc1. RXN SMILES: [Br-:25].[CH2:26]([P+:27]([CH2:28][CH2:29][CH2:30][CH3:31])([CH2:32][CH2:33][CH2:34][CH3:35])[CH2:36][CH2:37][CH2:38][CH3:39])[CH2:40][CH2:41][CH3:42].[CH3:15][N:16]([CH3:17])[CH:18]=[O:19].[CH3:20][CH2:21][O:22][CH2:23][CH3:24].[CH3:9][O:10][C:11](=[O:12])[O:13][CH3:14].[Cl:1][CH2:2][c:3]1[cH:4][cH:5][cH:6][cH:7][cH:8]1.[OH2:43]>>[CH2:2]([c:3]1[cH:4][cH:5][cH:6][cH:7][cH:8]1)[O:13][C:11]([O:10][CH3:9])=[O:12]. Reactants: CC(=O)[O-], CS(=O)(=O)c1ccc([N+]#N)cc1, CCO, [Na+], COC(=O)CC(=O)CC(=O)OC, O. The product is COC(=O)CC(=O)C(=NNc1ccc(S(C)(=O)=O)cc1)C(=O)OC. As a reaction SMILES: [CH3:14][C:15](=[O:16])[O-:17].[CH3:18][S:19](=[O:20])(=[O:21])[c:22]1[cH:23][cH:24][c:25]([N+:28]#[N:29])[cH:26][cH:27]1.[CH3:30][CH2:31][OH:32].[Na+:13].[O:1]=[C:2]([CH2:3][C:4](=[O:5])[O:6][CH3:7])[CH2:8][C:9](=[O:10])[O:11][CH3:12].[OH2:33]>>[O:1]=[C:2]([CH2:3][C:4](=[O:5])[O:6][CH3:7])[C:8]([C:9](=[O:10])[O:11][CH3:12])=[N:29][NH:28][c:25]1[cH:24][cH:23][c:22]([S:19]([CH3:18])(=[O:20])=[O:21])[cH:27][cH:26]1. The reactants are C1(=CC=CC=C1)CCCCCCCC(=O)O (8-phenyloctanoic acid), C(C)OC(C=CC(CC1=CC=C(C=C1)OCC1=CC=CC=C1)NC(=O)OC(C)(C)C)=O ((RS)-5-(4-Benzyloxy-phenyl)-4-tertbutoxycarbonylamino-pent-2-enoic acid ethyl ester). Yields the product C(C)OC(CCC(CC1=CC=C(C=C1)OCC1=CC=CC=C1)NC(CCCCCCCC1=CC=CC=C1)=O)=O ((RS)-5-(4-Benzyloxy-phenyl)-4-(8-phenyl-octanoylamino)-pentanoic acid ethyl ester). Reaction SMILES: [C:1]1([CH2:7][CH2:8][CH2:9][CH2:10][CH2:11][CH2:12][CH2:13][C:14]([OH:16])=O)[CH:6]=[CH:5][CH:4]=[CH:3][CH:2]=1.[CH2:17]([O:19][C:20](=[O:47])[CH:21]=[CH:22][CH:23]([NH:39]C(OC(C)(C)C)=O)[CH2:24][C:25]1[CH:30]=[CH:29][C:28]([O:31][CH2:32][C:33]2[CH:38]=[CH:37][CH:36]=[CH:35][CH:34]=2)=[CH:27][CH:26]=1)[CH3:18]>>[CH2:17]([O:19][C:20](=[O:47])[CH2:21][CH2:22][CH:23]([NH:39][C:14](=[O:16])[CH2:13][CH2:12][CH2:11][CH2:10][CH2:9][CH2:8][CH2:7][C:1]1[CH:2]=[CH:3][CH:4]=[CH:5][CH:6]=1)[CH2:24][C:25]1[CH:30]=[CH:29][C:28]([O:31][CH2:32][C:33]2[CH:38]=[CH:37][CH:36]=[CH:35][CH:34]=2)=[CH:27][CH:26]=1)[CH3:18]. Procedure: From 8-phenyloctanoic acid 71c and (RS)-5-(4-Benzyloxy-phenyl)-4-tertbutoxycarbonylamino-pent-2-enoic acid ethyl ester 77 (96% yield): 1H nmr (CDCl3) δ 1.20 (t, J=7.1 Hz, 3H), 1.27-1.55 (m, 10H), 2.06 (t, J=7.4 Hz, 2H), 2.52 (t, J=7.4 Hz, 2H), 2.74-2.79 (m, 2H), 4.10 (q, J=7.0 Hz, 2H), 4.84-4.88 (m, 1H), (4.94, s, 2H), 5.80 (br d, J=15.8 Hz, 1H), 6.00 (d J=8.2 Hz, 1H), 6.82-7.36 (m, 15H). 13C nmr (CDCl3) δ 172.5, 165.9, 157.5, 147.2, 142.5, 136.7, 130.1, 128.6, 128.3, 128.1, 128.0, 127.7, 127.2,... Reactants: COc1ccc(C(CC(=O)O)N2C(=O)c3ccc(NC(C)=O)cc3C2=O)cc1OC1CCCC1, O=C(c1ncc[nH]1)c1ncc[nH]1, Cl, NO, C1CCOC1. Product: COc1ccc(C(CC(=O)NO)N2C(=O)c3ccc(NC(C)=O)cc3C2=O)cc1OC1CCCC1. As a reaction SMILES: [C:1]([CH3:2])(=[O:3])[NH:4][c:5]1[cH:6][c:7]2[c:8]([cH:33][cH:34]1)[C:9](=[O:10])[N:11]([CH:14]([CH2:15][C:16](=[O:17])[OH:18])[c:19]1[cH:20][c:21]([O:27][CH:28]3[CH2:29][CH2:30][CH2:31][CH2:32]3)[c:22]([O:25][CH3:26])[cH:23][cH:24]1)[C:12]2=[O:13].[C:35]([c:36]1[nH:37][cH:38][cH:39][n:40]1)([c:41]1[nH:42][cH:43][cH:44][n:45]1)=[O:46].[ClH:47].[NH2:48][OH:49].[O:50]1[CH2:51][CH2:52][CH2:53][CH2:54]1>>[C:1]([CH3:2])(=[O:3])[NH:4][c:5]1[cH:6][c:7]2[c:8]([cH:33][cH:34]1)[C:9](=[O:10])[N:11]([CH:14]([CH2:15][C:16](=[O:18])[NH:48][OH:49])[c:19]1[cH:20][c:21]([O:27][CH:28]3[CH2:29][CH2:30][CH2:31][CH2:32]3)[c:22]([O:25][CH3:26])[cH:23][cH:24]1)[C:12]2=[O:13].